This data is from the Open Reaction Database (ORD), a public repository of structured organic reaction records. The task is: describe an organic reaction: reactants, conditions, products, and yield Conditions: time 30 minute. Reported procedure: A dry 25 mL flask was charged with 2,5-Dimethyl-2H-pyrazole-3-carbonyl chloride (0.820 g, 5.15 mmol) and THF (10 mL). 6-(4-Amino-benzoyl)-1,3-dihydro-indol-2-one (as prepared in Example 15, 1.00 g, 3.97 mmol) was added to the THF solution of the acid chloride, and the mixture was allowed to reflux for 4 h. The reaction mixture was then allowed to cool to room temperature. The room temperature reaction mixture was concentrated in vacuo, and the crude residue was dissolved in EtOH (5 mL). The etha... Starting materials: CN1N=C(C=C1C(=O)Cl)C (2,5-Dimethyl-2H-pyrazole-3-carbonyl chloride), NC1=CC=C(C(=O)C2=CC=C3CC(NC3=C2)=O)C=C1 (6-(4-Amino-benzoyl)-1,3-dihydro-indol-2-one), acid chloride. Product: O=C1NC2=CC(=CC=C2C1)C(=O)C1=CC=C(C=C1)NC(=O)C=1N(N=C(C1)C)C (2,5-Dimethyl-2H-pyrazole-3-carboxylic acid [4-(2-oxo-2,3-dihydro-1H-indole-6-carbonyl)-phenyl]-amide). The solvent is C1CCOC1 (THF), C1CCOC1 (THF). As a reaction SMILES: [CH3:1][N:2]1[C:6]([C:7](Cl)=[O:8])=[CH:5][C:4]([CH3:10])=[N:3]1.[NH2:11][C:12]1[CH:29]=[CH:28][C:15]([C:16]([C:18]2[CH:26]=[C:25]3[C:21]([CH2:22][C:23](=[O:27])[NH:24]3)=[CH:20][CH:19]=2)=[O:17])=[CH:14][CH:13]=1>C1COCC1>[O:27]=[C:23]1[CH2:22][C:21]2[C:25](=[CH:26][C:18]([C:16]([C:15]3[CH:14]=[CH:13][C:12]([NH:11][C:7]([C:6]4[N:2]([CH3:1])[N:3]=[C:4]([CH3:10])[CH:5]=4)=[O:8])=[CH:29][CH:28]=3)=[O:17])=[CH:19][CH:20]=2)[NH:24]1. The yield is 90.7%. Reactants: NCc1ccncc1, C1COCCO1, O, O=S(=O)=O, c1ccncc1. Yields the product O=S(=O)(O)NCc1ccncc1. Reaction SMILES: [NH2:1][CH2:2][c:3]1[cH:4][cH:5][n:6][cH:7][cH:8]1.[O:20]1[CH2:21][CH2:22][O:23][CH2:24][CH2:25]1.[OH2:19].[S:15](=[O:16])(=[O:17])=[O:18].[n:9]1[cH:10][cH:11][cH:12][cH:13][cH:14]1>>[NH:1]([CH2:2][c:3]1[cH:4][cH:5][n:6][cH:7][cH:8]1)[S:15](=[O:16])(=[O:17])[OH:18]. The solvent is N1=CC=CC=C1 (pyridine). The reactants are C(C)(=O)OC(CCCCCCCC)C1=CC(OC1O)=O (4-(1-acetoxynonyl)-5-hydroxy-2(5H)-furanone), C(C)(=O)OC(C)=O (acetic anhydride). Reaction SMILES: [C:1]([O:4][CH:5]([C:14]1[CH:18]([OH:19])[O:17][C:16](=[O:20])[CH:15]=1)[CH2:6][CH2:7][CH2:8][CH2:9][CH2:10][CH2:11][CH2:12][CH3:13])(=[O:3])[CH3:2].[C:21](OC(=O)C)(=[O:23])[CH3:22]>N1C=CC=CC=1>[C:21]([O:19][CH:18]1[O:17][C:16](=[O:20])[CH:15]=[C:14]1[CH:5]([O:4][C:1](=[O:3])[CH3:2])[CH2:6][CH2:7][CH2:8][CH2:9][CH2:10][CH2:11][CH2:12][CH3:13])(=[O:23])[CH3:22]. Run at time 20 hour. The product is C(C)(=O)OC1C(=CC(O1)=O)C(CCCCCCCC)OC(C)=O (5-Acetoxy-4-(1-acetoxynonyl)-2(5H)-furanone). Reported procedure: A mixture of 4-(1-acetoxynonyl)-5-hydroxy-2(5H)-furanone (77.3 mg, 0.27 mmol), acetic anhydride (1/2 ml) and pyridine (1 ml) was stirred under argon at ca. 20° for 20h. After most of the solvent was removed under high vacuum (<40°), the residue was dissolved in ether (20 ml) and washed thoroughly with aqueous copper sulfate and water. Drying (magnesium sulfate) and evaporation gave a brown oil, which was flash chromatographed on silica using 30% ethyl ether/petroleum ether. Fractions with Rf 0.2... The reactants are ClC1=C(C=C(C(=O)OC)C=C1)[N+](=O)[O-] (methyl 4-chloro-3-nitrobenzoate), CN(C)C=O (DMF), FC1=C(C=C(C=C1)OC)B(O)O (2-fluoro-5-methoxyphenylboronic acid), C([O-])([O-])=O.[K+].[K+] (potassium carbonate). The reagents and catalysts are C=1C=CC(=CC1)[P](C=2C=CC=CC2)(C=3C=CC=CC3)[Pd]([P](C=4C=CC=CC4)(C=5C=CC=CC5)C=6C=CC=CC6)([P](C=7C=CC=CC7)(C=8C=CC=CC8)C=9C=CC=CC9)[P](C=1C=CC=CC1)(C=1C=CC=CC1)C=1C=CC=CC1 (tetrakis(triphenylphosphine)palladium). Run in [Cl-].[Na+].O (brine). Reaction conditions: temperature 90 celsius. Yields the product FC1=C(C=C(C=C1)OC)C1=C(C=C(C=C1)C(=O)OC)[N+](=O)[O-] (Methyl 2′-fluoro-5′-(methyloxy)-2-nitro-1,1′-biphenyl-4-carboxylate). The yield is 99.0%. As a reaction SMILES: Cl[C:2]1[CH:11]=[CH:10][C:5]([C:6]([O:8][CH3:9])=[O:7])=[CH:4][C:3]=1[N+:12]([O-:14])=[O:13].CN(C=O)C.[F:20][C:21]1[CH:26]=[CH:25][C:24]([O:27][CH3:28])=[CH:23][C:22]=1B(O)O.C(=O)([O-])[O-].[K+].[K+]>[Cl-].[Na+].O.C1C=CC([P]([Pd]([P](C2C=CC=CC=2)(C2C=CC=CC=2)C2C=CC=CC=2)([P](C2C=CC=CC=2)(C2C=CC=CC=2)C2C=CC=CC=2)[P](C2C=CC=CC=2)(C2C=CC=CC=2)C2C=CC=CC=2)(C2C=CC=CC=2)C2C=CC=CC=2)=CC=1>[F:20][C:21]1[CH:26]=[CH:25][C:24]([O:27][CH3:28])=[CH:23][C:22]=1[C:2]1[CH:11]=[CH:10][C:5]([C:6]([O:8][CH3:9])=[O:7])=[CH:4][C:3]=1[N+:12]([O-:14])=[O:13] |f:3.4.5,6.7.8,^1:44,46,65,84|. Procedure details: To a stirred solution of methyl 4-chloro-3-nitrobenzoate (10.00 g, 46 mmol, commercially available from TCI) in DMF (15.00 mL, 194 mmol) at 23° C. was added 2-fluoro-5-methoxyphenylboronic acid (12 g, 70 mmol) (commercially available from Sigma-Aldrich, St. Louis, Mo., USA), potassium carbonate (19 g, 139 mmol), and then tetrakis(triphenylphosphine)palladium (2.1 g, 1.9 mmol). The mixture was heated at 90° C. for 18 hours and then cooled to room temperature. The reaction was diluted with brine a... Starting materials: [NH4+].[OH-] (NH4OH), [Br-].C(C=C)[N+]1=CSC2=C1C=CC=C2 (N-allylbenzothiazolium bromide), O (water). The solvent is C(C)O (ethanol). Run at time 4 day. Product: C(C=C)NC1=C(C=CC=C1)SSC1=C(C=CC=C1)NCC=C (Bis-[2-(N-allylamino)phenyl] disulfide). Reaction SMILES: [NH4+:1].[OH-].[Br-].[CH2:4]([N+:7]1[C:11]2[CH:12]=[CH:13][CH:14]=[CH:15][C:10]=2[S:9]C=1)[CH:5]=[CH2:6].O>C(O)C>[CH2:6]([NH:1][C:11]1[CH:12]=[CH:13][CH:14]=[CH:15][C:10]=1[S:9][S:9][C:10]1[CH:15]=[CH:14][CH:13]=[CH:12][C:11]=1[NH:7][CH2:4][CH:5]=[CH2:6])[CH:5]=[CH2:4] |f:0.1,2.3|. Procedure details: NH4OH (28° Be, 100 ml) was added to N-allylbenzothiazolium bromide (10 g, 0.04 mole) in ethanol (100 ml). The resulting solution was held four days at room temperature, then poured into cold water (500 ml) and extracted twice with ethyl ether (2×100 ml). The organic solution was dried over anhydrous Na2SO4, then evaporated to dryness. The oily residue was purified by column chromatography silica gel, eptane:CH2Cl2 1:1) to give the product (yield 5 g). Starting materials: BrCC1=CC=C(C=C1)OC(F)(F)F (1-bromomethyl-4-trifluoromethoxy-benzene), COC(COC1=C2CCCC2=C(C=C1)SCC1=CC=C(C=C1)O)=O ([7-(4-Hydroxy-benzylsulfanyl)-indan-4-yloxy]-acetic acid methyl ester). The product is FC(OC1=CC=C(COC2=CC=C(CSC=3C=CC(=C4CCCC34)OCC(=O)O)C=C2)C=C1)(F)F ({7-[4-(4-Trifluoromethoxy-benzyloxy)-benzylsulfanyl]-indan-4-yloxy}-acetic acid). Reaction SMILES: Br[CH2:2][C:3]1[CH:8]=[CH:7][C:6]([O:9][C:10]([F:13])([F:12])[F:11])=[CH:5][CH:4]=1.C[O:15][C:16](=[O:37])[CH2:17][O:18][C:19]1[CH:27]=[CH:26][C:25]([S:28][CH2:29][C:30]2[CH:35]=[CH:34][C:33]([OH:36])=[CH:32][CH:31]=2)=[C:24]2[C:20]=1[CH2:21][CH2:22][CH2:23]2>>[F:11][C:10]([F:13])([F:12])[O:9][C:6]1[CH:7]=[CH:8][C:3]([CH2:2][O:36][C:33]2[CH:32]=[CH:31][C:30]([CH2:29][S:28][C:25]3[CH:26]=[CH:27][C:19]([O:18][CH2:17][C:16]([OH:37])=[O:15])=[C:20]4[C:24]=3[CH2:23][CH2:22][CH2:21]4)=[CH:35][CH:34]=2)=[CH:4][CH:5]=1. Procedure details: The title compound was prepared in the manner analogous to Example 1F using 1-bromomethyl-4-trifluoromethoxy-benzene and 75C. MS m/z 519 (M+1). The reactants are COC(=O)c1c(C)cc(C(=O)OC(C)(C)C)c(C)c1[N+](=O)[O-], [H][H], C1CCOC1. Product: COC(=O)c1c(C)cc(C(=O)OC(C)(C)C)c(C)c1N. As a reaction SMILES: [CH3:1][c:2]1[c:3]([C:4](=[O:5])[O:6][C:7]([CH3:8])([CH3:9])[CH3:10])[cH:11][c:12]([CH3:22])[c:13]([C:18](=[O:19])[O:20][CH3:21])[c:14]1[N+:15]([O-:16])=[O:17].[H:23][H:24].[O:25]1[CH2:26][CH2:27][CH2:28][CH2:29]1>>[CH3:1][c:2]1[c:3]([C:4](=[O:5])[O:6][C:7]([CH3:8])([CH3:9])[CH3:10])[cH:11][c:12]([CH3:22])[c:13]([C:18](=[O:19])[O:20][CH3:21])[c:14]1[NH2:15]. Reactants: CC(C)CN(C)c1cc(NC(=O)OC(C)(C)C)c(N)cc1C(F)(F)F, CC(C)(C)OC(=O)CC(=O)c1cccc(-n2cccn2)c1. The product is CC(C)CN(C)c1cc(NC(=O)OC(C)(C)C)c(NC(=O)CC(=O)c2cccc(-n3cccn3)c2)cc1C(F)(F)F. Reaction SMILES: [C:1]([CH3:2])([CH3:3])([CH3:4])[O:5][C:6]([NH:7][c:8]1[c:9]([NH2:24])[cH:10][c:11]([C:20]([F:21])([F:22])[F:23])[c:12]([N:14]([CH3:15])[CH2:16][CH:17]([CH3:18])[CH3:19])[cH:13]1)=[O:25].[C:26]([CH3:28])([CH3:29])([O:30][C:31](=[O:27])[CH2:32][C:33]([c:34]1[cH:35][c:36](-[n:40]2[n:41][cH:42][cH:43][cH:44]2)[cH:37][cH:38][cH:39]1)=[O:45])[CH3:46]>>[C:1]([CH3:2])([CH3:3])([CH3:4])[O:5][C:6]([NH:7][c:8]1[c:9]([NH:24][C:31](=[O:30])[CH2:32][C:33]([c:34]2[cH:35][c:36](-[n:40]3[n:41][cH:42][cH:43][cH:44]3)[cH:37][cH:38][cH:39]2)=[O:45])[cH:10][c:11]([C:20]([F:21])([F:22])[F:23])[c:12]([N:14]([CH3:15])[CH2:16][CH:17]([CH3:18])[CH3:19])[cH:13]1)=[O:25]. Starting materials: COCC(CN)(C)C (3-methoxy-2,2-dimethylpropan-1-amine), CN(C)C(=[N+](C)C)ON1C2=C(C=CC=C2)N=N1.[B-](F)(F)(F)F (TBTU), CCN(C(C)C)C(C)C (DIEA), C1(CC1)COC1=C(C=CC(=N1)C(=O)O)N1CC(C1)(F)F (6-cyclopropylmethoxy-5-(3,3-difluoro-azetidin-1-yl)-pyridine-2-carboxylic acid). Yields the product COCC(C)(C)N(C(=O)C1=NC(=C(C=C1)N1CC(C1)(F)F)OCC1CC1)C (6-Cyclopropylmethoxy-5-(3,3-difluoro-azetidin-1-yl)-pyridine-2-carboxylic acid (2-methoxy-1,1-dimethyl-ethyl)-methyl-amide). RXN SMILES: [CH:1]1([CH2:4][O:5][C:6]2[N:11]=[C:10]([C:12]([OH:14])=O)[CH:9]=[CH:8][C:7]=2[N:15]2[CH2:18][C:17]([F:20])([F:19])[CH2:16]2)[CH2:3][CH2:2]1.[CH3:21][O:22][CH2:23][C:24]([CH3:28])([CH3:27])CN.[CH3:29][N:30](C(ON1N=NC2C=CC=CC1=2)=[N+](C)C)C.[B-](F)(F)(F)F.CCN(C(C)C)C(C)C>>[CH3:21][O:22][CH2:23][C:24]([N:30]([CH3:29])[C:12]([C:10]1[CH:9]=[CH:8][C:7]([N:15]2[CH2:18][C:17]([F:20])([F:19])[CH2:16]2)=[C:6]([O:5][CH2:4][CH:1]2[CH2:2][CH2:3]2)[N:11]=1)=[O:14])([CH3:27])[CH3:28] |f:2.3|. Procedure: In analogy to the procedure described in Example 47 b), 6-cyclopropylmethoxy-5-(3,3-difluoro-azetidin-1-yl)-pyridine-2-carboxylic acid (Example 1 b)) was reacted with 3-methoxy-2,2-dimethylpropan-1-amine (CAN 1177316-77-6) in the presence of TBTU and DIEA to give the title compound as colorless oil; MS (EI): m/e=384.5 [MH+]. Reactants: [H-].[Al+3].[Li+].[H-].[H-].[H-] (lithium aluminum hydride), aqueous solution, [OH-].[Na+] (sodium hydroxide), O (water), [H-].[Al+3].[Li+].[H-].[H-].[H-] (lithium aluminum hydride), O (water), C(C)OC(=O)C1OCOC1C(=O)OCC ((4RS,5SR)-4,5-bis(ethoxycarbonyl)-1,3-dioxolane). Solvent: O1CCCC1 (tetrahydrofuran), O1CCCC1 (tetrahydrofuran). Yields the product OCC1OCOC1CO ((4RS,5SR)-4,5-bis(hydroxymethyl)-1,3-dioxolane). As a reaction SMILES: [H-].[Al+3].[Li+].[H-].[H-].[H-].C([O:9][C:10]([CH:12]1[CH:16]([C:17](OCC)=[O:18])[O:15][CH2:14][O:13]1)=O)C.O.[OH-].[Na+]>O1CCCC1>[OH:9][CH2:10][CH:12]1[CH:16]([CH2:17][OH:18])[O:15][CH2:14][O:13]1 |f:0.1.2.3.4.5,8.9|. Reported procedure: 100 ml of tetrahydrofuran was added to 11.4 g of lithium aluminum hydride, and the mixture was heated while refluxing. To this was added dropwise a solution of 21.8 g of (4RS,5SR)-4,5-bis(ethoxycarbonyl)-1,3-dioxolane prepared in Example 18 in 30 ml of tetrahydrofuran. After the addition, the mixture was reacted for one hour while refluxing. After allowing to cool, 30 ml of water was slowly added while cooling with ice to hydrolyze excessive lithium aluminum hydride. Then, 30 ml of 4N aqueous so...